Dataset: the Open Reaction Database (ORD), a public repository of structured organic reaction records. Task: describe an organic reaction: reactants, conditions, products, and yield The reactants are NC=1C=CC(=C(C1)[C@]1(N=C(O[C@@H](C1)C(F)(F)F)N)C)F ((4S,6S)-4-(5-amino-2-fluorophenyl)-4-methyl-6-(trifluoromethyl)-5,6-dihydro-4H-1,3-oxazin-2-amine), FCOC=1C=CC(=NC1)C(=O)O (5-(fluoromethoxy)picolinic acid). The product is NC=1O[C@@H](C[C@@](N1)(C)C=1C=C(C=CC1F)NC(C1=NC=C(C=C1)OCF)=O)C(F)(F)F (N-(3-((4S,6S)-2-Amino-4-methyl-6-(trifluoromethyl)-5,6-dihydro-4H-1,3-oxazin-4-yl)-4-fluorophenyl)-5-(fluoromethoxy)picolinamide). RXN SMILES: [NH2:1][C:2]1[CH:3]=[CH:4][C:5]([F:20])=[C:6]([C@:8]2([CH3:19])[CH2:13][C@@H:12]([C:14]([F:17])([F:16])[F:15])[O:11][C:10]([NH2:18])=[N:9]2)[CH:7]=1.[F:21][CH2:22][O:23][C:24]1[CH:25]=[CH:26][C:27]([C:30](O)=[O:31])=[N:28][CH:29]=1>>[NH2:18][C:10]1[O:11][C@H:12]([C:14]([F:16])([F:17])[F:15])[CH2:13][C@:8]([C:6]2[CH:7]=[C:2]([NH:1][C:30](=[O:31])[C:27]3[CH:26]=[CH:25][C:24]([O:23][CH2:22][F:21])=[CH:29][N:28]=3)[CH:3]=[CH:4][C:5]=2[F:20])([CH3:19])[N:9]=1. Reported procedure: The coupling of (4S,6S)-4-(5-amino-2-fluorophenyl)-4-methyl-6-(trifluoromethyl)-5,6-dihydro-4H-1,3-oxazin-2-amine (XI-1) and 5-(fluoromethoxy)picolinic acid [CAS 1174321-03-9; J. M. Ellard et al. WO2011009898 (2011)] following General Procedure F yielded the title compound as a colorless solid. MS: m/z=445.4 [M+H]+. The reactants are C(C)(C)(C)OC(NC1=C(C=C(C(=C1)N1CCCC1)C)N)=O ((2-amino-4-methyl-5-pyrrolidin-1-yl-phenyl)-carbamic acid tert-butyl ester), C(C)(C)(C)OC(CC(=O)C1=CC(=CC=C1)C1=CC(=NO1)C)=O (3-[3-(3-methyl-isoxazol-5-yl)-phenyl]-3-oxo-propionic acid tert-butyl ester). Yields the product C(C)(C)(C)OC(NC1=C(C=C(C(=C1)N1CCCC1)C)NC(CC(=O)C1=CC(=CC=C1)C1=CC(=NO1)C)=O)=O ((4-Methyl-2-{3-[3-(3-methyl-isoxazol-5-yl)-phenyl]-3-oxo-propionylamino}-5-pyrrolidin-1-yl-phenyl)-carbamic acid tert-butyl ester), foam. Yield: 64.0%. As a reaction SMILES: [C:1]([O:5][C:6](=[O:21])[NH:7][C:8]1[CH:13]=[C:12]([N:14]2[CH2:18][CH2:17][CH2:16][CH2:15]2)[C:11]([CH3:19])=[CH:10][C:9]=1[NH2:20])([CH3:4])([CH3:3])[CH3:2].C([O:26][C:27](=O)[CH2:28][C:29]([C:31]1[CH:36]=[CH:35][CH:34]=[C:33]([C:37]2[O:41][N:40]=[C:39]([CH3:42])[CH:38]=2)[CH:32]=1)=[O:30])(C)(C)C>>[C:1]([O:5][C:6](=[O:21])[NH:7][C:8]1[CH:13]=[C:12]([N:14]2[CH2:15][CH2:16][CH2:17][CH2:18]2)[C:11]([CH3:19])=[CH:10][C:9]=1[NH:20][C:27](=[O:26])[CH2:28][C:29]([C:31]1[CH:36]=[CH:35][CH:34]=[C:33]([C:37]2[O:41][N:40]=[C:39]([CH3:42])[CH:38]=2)[CH:32]=1)=[O:30])([CH3:4])([CH3:2])[CH3:3]. Procedure: The title compound was prepared from (2-amino-4-methyl-5-pyrrolidin-1-yl-phenyl)-carbamic acid tert-butyl ester (Example J39) (291 mg, 1.0 mmol) and 3-[3-(3-methyl-isoxazol-5-yl)-phenyl]-3-oxo-propionic acid tert-butyl ester (Example K4) (301 mg, 1.0 mmol) according to the general procedure M. Obtained as a light brown foam (330 mg, 64%). Starting materials: C(C1=CC=CC=C1)(=O)NC1=CC=C(C=C1)C1=CC=C2CN(C(C2=C1)=O)[C@H](C(=O)OC)C(C)C ((S)-Methyl 2-(6-(4-benzamidophenyl)-1-oxoisoindolin-2-yl)-3-methylbutanoate), NC1=CC=C(C=C1)C1=CC=C2CN(C(C2=C1)=O)C(C(=O)OC)(C)C (Methyl 2-(6-(4-aminophenyl)-1-oxoisoindolin-2-yl)-2-methylpropanoate), C(CCCC)C1=CC=C(C(=O)Cl)C=C1 (4-(n-pentyl)-benzoyl chloride). Yields the product CC(C(=O)OC)(C)N1C(C2=CC(=CC=C2C1)C1=CC=C(C=C1)NC(C1=CC=C(C=C1)CCCCC)=O)=O (Methyl 2-methyl-2-(1-oxo-6-(4-(4-pentylbenzamido)phenyl)isoindolin-2-yl)propanoate). Isolated yield 93.0%. Reaction SMILES: C(NC1C=CC(C2C=C3C(CN([C@@H](C(C)C)C(OC)=O)C3=O)=CC=2)=CC=1)(=O)C1C=CC=CC=1.[NH2:34][C:35]1[CH:40]=[CH:39][C:38]([C:41]2[CH:49]=[C:48]3[C:44]([CH2:45][N:46]([C:51]([CH3:57])([CH3:56])[C:52]([O:54][CH3:55])=[O:53])[C:47]3=[O:50])=[CH:43][CH:42]=2)=[CH:37][CH:36]=1.[CH2:58]([C:63]1[CH:71]=[CH:70][C:66]([C:67](Cl)=[O:68])=[CH:65][CH:64]=1)[CH2:59][CH2:60][CH2:61][CH3:62]>>[CH3:56][C:51]([N:46]1[CH2:45][C:44]2[C:48](=[CH:49][C:41]([C:38]3[CH:37]=[CH:36][C:35]([NH:34][C:67](=[O:68])[C:66]4[CH:70]=[CH:71][C:63]([CH2:58][CH2:59][CH2:60][CH2:61][CH3:62])=[CH:64][CH:65]=4)=[CH:40][CH:39]=3)=[CH:42][CH:43]=2)[C:47]1=[O:50])([CH3:57])[C:52]([O:54][CH3:55])=[O:53]. Reported procedure: The compound of example 524 was prepared analogous to compound of example 97 by reaction of compound of example 515 with 4-(n-pentyl)-benzoyl chloride. Reactants: O=[N+]([O-])c1cnc2ccc(OCc3ccccc3)cc2c1Cl, CN, O. Yields the product CNc1c([N+](=O)[O-])cnc2ccc(OCc3ccccc3)cc12. As a reaction SMILES: [CH2:3]([c:4]1[cH:5][cH:6][cH:7][cH:8][cH:9]1)[O:10][c:11]1[cH:12][c:13]2[c:14]([Cl:24])[c:15]([N+:21](=[O:22])[O-:23])[cH:16][n:17][c:18]2[cH:19][cH:20]1.[CH3:1][NH2:2].[OH2:25]>>[CH3:1][NH:2][c:14]1[c:13]2[cH:12][c:11]([O:10][CH2:3][c:4]3[cH:5][cH:6][cH:7][cH:8][cH:9]3)[cH:20][cH:19][c:18]2[n:17][cH:16][c:15]1[N+:21](=[O:22])[O-:23]. Solvent: CS(=O)C (dimethyl sulfoxide). As a reaction SMILES: [CH2:1]([O:8][C:9]1[CH:18]=[C:17]2[C:12]([CH:13]=[C:14](Br)[CH2:15][CH2:16]2)=[CH:11][CH:10]=1)[C:2]1[CH:7]=[CH:6][CH:5]=[CH:4][CH:3]=1.Br[C:21]1[CH:26]=[CH:25][C:24]([O:27][CH3:28])=[CH:23][C:22]=1[N+:29]([O-:31])=[O:30].C(OCC)(=O)C.O>CS(C)=O.Cl[Pd](Cl)([P](C1C=CC=CC=1)(C1C=CC=CC=1)C1C=CC=CC=1)[P](C1C=CC=CC=1)(C1C=CC=CC=1)C1C=CC=CC=1.[Cu]>[CH2:1]([O:8][C:9]1[CH:18]=[C:17]2[C:12]([CH:13]=[C:14]([C:21]3[CH:26]=[CH:25][C:24]([O:27][CH3:28])=[CH:23][C:22]=3[N+:29]([O-:31])=[O:30])[CH2:15][CH2:16]2)=[CH:11][CH:10]=1)[C:2]1[CH:7]=[CH:6][CH:5]=[CH:4][CH:3]=1 |^1:45,64|. The product is C(C1=CC=CC=C1)OC1=CC=C2C=C(CCC2=C1)C1=C(C=C(C=C1)OC)[N+](=O)[O-] (7-Benzyloxy-3-(4-methoxy-2-nitrophenyl)-1,2-dihydronaphthalene). Starting materials: C(C1=CC=CC=C1)OC1=CC=C2C=C(CCC2=C1)Br (7-benzyloxy-3-bromo-1,2-dihydronaphthalene), BrC1=C(C=C(C=C1)OC)[N+](=O)[O-] (4-bromo-3-nitroanisole), ( 21 ), C(C)(=O)OCC (Ethyl acetate), O (water). Reagents/catalysts: Cl[Pd]([P](C1=CC=CC=C1)(C2=CC=CC=C2)C3=CC=CC=C3)([P](C4=CC=CC=C4)(C5=CC=CC=C5)C6=CC=CC=C6)Cl (dichlorobis(triphenylphosphine)palladium), [Cu] (copper). Reported procedure: The title compound was synthesized by referring to Tetrahedron Lett., 1993, 34 (21), 3421. A suspension of 7-benzyloxy-3-bromo-1,2-dihydronaphthalene (38 g), 4-bromo-3-nitroanisole (59 g), dichlorobis(triphenylphosphine)palladium (II) (4.5 g) and copper (32 g) in dimethyl sulfoxide (400 ml) was stirred under a nitrogen atmosphere at 120° C. for 1 hour. Ethyl acetate and water was added thereto, the solution was filtered through celite pad, extracted with ethyl acetate, then sequentially washed w... The yield is 40.7%. Run at temperature 120 celsius, time 1 hour. The reactants are Cc1ncc([N+](=O)[O-])[nH]1, CCOC(C)=O, CC(C)OC(C)C, Cc1c(SCCCCl)ccnc1CSc1ccncc1, N. The product is Cc1c(SCCCn2c([N+](=O)[O-])cnc2C)ccnc1CSc1ccncc1. As a reaction SMILES: [CH3:21][c:22]1[nH:23][c:24]([N+:27](=[O:28])[O-:29])[cH:25][n:26]1.[CH3:38][CH2:39][O:40][C:41](=[O:42])[CH3:43].[CH:31]([O:32][CH:33]([CH3:34])[CH3:35])([CH3:36])[CH3:37].[Cl:1][CH2:2][CH2:3][CH2:4][S:5][c:6]1[c:7]([CH3:20])[c:8]([CH2:12][S:13][c:14]2[cH:15][cH:16][n:17][cH:18][cH:19]2)[n:9][cH:10][cH:11]1.[NH3:30]>>[CH2:2]([CH2:3][CH2:4][S:5][c:6]1[c:7]([CH3:20])[c:8]([CH2:12][S:13][c:14]2[cH:15][cH:16][n:17][cH:18][cH:19]2)[n:9][cH:10][cH:11]1)[n:23]1[c:22]([CH3:21])[n:26][cH:25][c:24]1[N+:27](=[O:28])[O-:29]. The reactants are CCOC(=O)C(OCC)n1cccc(Nc2ccccc2)c1=O, NCc1ccc2c(N)n[nH]c2c1. Product: CCOC(C(=O)NCc1ccc2c(N)n[nH]c2c1)n1cccc(Nc2ccccc2)c1=O. RXN SMILES: [CH2:1]([O:2][C:4]([CH:5]([n:6]1[c:7](=[O:19])[c:8]([NH:12][c:13]2[cH:14][cH:15][cH:16][cH:17][cH:18]2)[cH:9][cH:10][cH:11]1)[O:20][CH2:21][CH3:22])=[O:23])[CH3:3].[NH2:24][CH2:25][c:26]1[cH:27][cH:28][c:29]2[c:30]([NH2:35])[n:31][nH:32][c:33]2[cH:34]1>>[C:4]([CH:5]([n:6]1[c:7](=[O:19])[c:8]([NH:12][c:13]2[cH:14][cH:15][cH:16][cH:17][cH:18]2)[cH:9][cH:10][cH:11]1)[O:20][CH2:21][CH3:22])(=[O:23])[NH:24][CH2:25][c:26]1[cH:27][cH:28][c:29]2[c:30]([NH2:35])[n:31][nH:32][c:33]2[cH:34]1. The reactants are C(=O)(O)C=CCCCC1=CC=CC=2N1C=NC2 (5-(5-carboxypent-4-enyl)-imidazo[1,5-a]pyridine). Reagents/catalysts: [Pd] (palladium on carbon). Run in CO (methanol). Conditions: time 3 hour. Yields the product C(=O)(O)CCCCCC1=CC=CC=2N1C=NC2 (5-(5-carboxypentyl)-imidazo[1,5-a]pyridine). As a reaction SMILES: [C:1]([CH:4]=[CH:5][CH2:6][CH2:7][CH2:8][C:9]1[N:14]2[CH:15]=[N:16][CH:17]=[C:13]2[CH:12]=[CH:11][CH:10]=1)([OH:3])=[O:2]>CO.[Pd]>[C:1]([CH2:4][CH2:5][CH2:6][CH2:7][CH2:8][C:9]1[N:14]2[CH:15]=[N:16][CH:17]=[C:13]2[CH:12]=[CH:11][CH:10]=1)([OH:3])=[O:2]. Reported procedure: To a solution of 150 mg of 5-(5-carboxypent-4-enyl)-imidazo[1,5-a]pyridine in 7 ml methanol is added 100 mg of 10% palladium on carbon as catalyst. The reaction mixture is hydrogenated at atmospheric pressure for 3 hours. The catalyst is removed by filtration and the solvent evaporated under reduced pressure to yield 5-(5-carboxypentyl)-imidazo[1,5-a]pyridine melting at 144°-7°, and identical to the product of Example 2. Starting materials: ClC1=CC(=NC=N1)NC1=CC(=CC=C1)CN1C=CC2=CC=CC=C12 ((6-Chloro-pyrimidin-4-yl)-(3-indol-1-ylmethyl-phenyl)-amine), Tetrakis(thriphenylphosphine) palladium[0], COC1=C(C=CC=C1)B(O)O (2-methoxyphenyl-boronic acid), C(=O)([O-])[O-].[Na+].[Na+] (Na2CO3), O (water), NaH2PO4. The solvent is C(OC)COC (dimethoxyethane). Run at time 30 minute. Product: N1(C=CC2=CC=CC=C12)CC=1C=C(C=CC1)NC1=NC=NC(=C1)C1=C(C=CC=C1)OC ((3-Indol-1-ylmethyl-phenyl)-[6-(2-methoxy-phenyl)-pyrimidin-4-yl]-amine). Isolated yield 31.6%. RXN SMILES: Cl[C:2]1[N:7]=[CH:6][N:5]=[C:4]([NH:8][C:9]2[CH:14]=[CH:13][CH:12]=[C:11]([CH2:15][N:16]3[C:24]4[C:19](=[CH:20][CH:21]=[CH:22][CH:23]=4)[CH:18]=[CH:17]3)[CH:10]=2)[CH:3]=1.[CH3:25][O:26][C:27]1[CH:32]=[CH:31][CH:30]=[CH:29][C:28]=1B(O)O.C([O-])([O-])=O.[Na+].[Na+].O>C(COC)OC>[N:16]1([CH2:15][C:11]2[CH:10]=[C:9]([NH:8][C:4]3[CH:3]=[C:2]([C:28]4[CH:29]=[CH:30][CH:31]=[CH:32][C:27]=4[O:26][CH3:25])[N:7]=[CH:6][N:5]=3)[CH:14]=[CH:13][CH:12]=2)[C:24]2[C:19](=[CH:20][CH:21]=[CH:22][CH:23]=2)[CH:18]=[CH:17]1 |f:2.3.4|. Procedure details: 234 mg (6-Chloro-pyrimidin-4-yl)-(3-indol-1-ylmethyl-phenyl)-amine (pre-pared in Example 90) (0.70 mmol) was suspended in 30 cm3 dimethoxyethane and the flask was filled with argon properly. 58 mg Tetrakis(thriphenylphosphine) palladium[0] (0.05 mmol) was added and the mixture was stirred at room temperature for 30 minutes. Then 152 mg 2-methoxyphenyl-boronic acid (1 mmol), 318 mg anhydrous Na2CO3 (3 mmol) and 6 ml water were added. The mixture was ferluxed overnight while slow argon flow was be...